This data is from the Open Reaction Database (ORD), a public repository of structured organic reaction records. The task is: describe an organic reaction: reactants, conditions, products, and yield Starting materials: COC(=O)c1ccc(-c2ccccc2)cc1NC(=O)c1cc(OCCN2CCSCC2)ccc1OCc1ccccc1, O=C(O)C(F)(F)F, CSc1ccccc1. The product is COC(=O)c1ccc(-c2ccccc2)cc1NC(=O)c1cc(OCCN2CCSCC2)ccc1O. RXN SMILES: [CH2:9]([c:10]1[cH:11][cH:12][cH:13][cH:14][cH:15]1)[O:16][c:17]1[c:18]([C:19](=[O:20])[NH:21][c:22]2[c:23]([C:24](=[O:25])[O:26][CH3:27])[cH:28][cH:29][c:30](-[c:32]3[cH:33][cH:34][cH:35][cH:36][cH:37]3)[cH:31]2)[cH:38][c:39]([O:42][CH2:43][CH2:44][N:45]2[CH2:46][CH2:47][S:48][CH2:49][CH2:50]2)[cH:40][cH:41]1.[OH:51][C:52]([C:53]([F:54])([F:55])[F:56])=[O:57].[c:1]1([S:2][CH3:3])[cH:4][cH:5][cH:6][cH:7][cH:8]1>>[OH:16][c:17]1[c:18]([C:19](=[O:20])[NH:21][c:22]2[c:23]([C:24](=[O:25])[O:26][CH3:27])[cH:28][cH:29][c:30](-[c:32]3[cH:33][cH:34][cH:35][cH:36][cH:37]3)[cH:31]2)[cH:38][c:39]([O:42][CH2:43][CH2:44][N:45]2[CH2:46][CH2:47][S:48][CH2:49][CH2:50]2)[cH:40][cH:41]1. Reactants: BrC1=NC=C(C=C1)Cl (2-Bromo-5-chloropyridine), COC1=NC=CC(=C1)B1OC(C(O1)(C)C)(C)C (2-methoxy-4-(4,4,5,5-tetramethyl-1,3,2-dioxaborolan-2-yl)pyridine), C(=O)([O-])[O-].[K+].[K+] (K2CO3). The reagents and catalysts are Cl[Pd]Cl (PdCl2). Run in CS(=O)C (DMSO). Reaction conditions: temperature 80 celsius, time 2 hour. Product: hexanes EtOAc, ClC=1C=CC(=NC1)C1=CC(=NC=C1)OC (5-Chloro-2′-methoxy-2,4′-bipyridine). The yield is 34.6%. RXN SMILES: Br[C:2]1[CH:7]=[CH:6][C:5]([Cl:8])=[CH:4][N:3]=1.[CH3:9][O:10][C:11]1[CH:16]=[C:15](B2OC(C)(C)C(C)(C)O2)[CH:14]=[CH:13][N:12]=1.C([O-])([O-])=O.[K+].[K+]>CS(C)=O.Cl[Pd]Cl>[Cl:8][C:5]1[CH:6]=[CH:7][C:2]([C:15]2[CH:14]=[CH:13][N:12]=[C:11]([O:10][CH3:9])[CH:16]=2)=[N:3][CH:4]=1 |f:2.3.4|. Procedure: 2-Bromo-5-chloropyridine (2.04 g, 10.6 mmol), 2-methoxy-4-(4,4,5,5-tetramethyl-1,3,2-dioxaborolan-2-yl)pyridine (2.50 g, 10.6 mmol), K2CO3 (4.38 g, 31.8 mmol) and PdCl2 (dppf) (0.40 g, 0.53 mmol) were stirred in DMSO (20 mL). The reaction mixture was degassed, then back-filled with N2. The reaction mixture was stirred at 80° C. in a pre-heated oil bath for 2 hours. After cooling, the reaction was quenched with water and extracted with CH2Cl2. The organic layer was washed with H2O and 5% LiCl, dr... The reactants are FC1=C(N)C=CC=C1 (2-Fluoroaniline), ClC(=O)OC (methyl chloroformate), O (water), FC1=C(N)C=CC=C1 (2-fluoroaniline), N1=CC=CC=C1 (Pyridine), O (water). Solvent: C(C)(=O)OCC (ethyl acetate), C(C)(=O)OCC (ethyl acetate), C(C)(=O)OCC (ethyl acetate). Conditions: time 3 hour. Product: FC1=C(NC(=O)OC)C=CC=C1 (2-fluoro-N-methoxycarbonylaniline), product. Yield: 94.4%. RXN SMILES: [F:1][C:2]1[CH:8]=[CH:7][CH:6]=[CH:5][C:3]=1[NH2:4].N1C=CC=CC=1.Cl[C:16]([O:18][CH3:19])=[O:17].O>C(OCC)(=O)C>[F:1][C:2]1[CH:8]=[CH:7][CH:6]=[CH:5][C:3]=1[NH:4][C:16]([O:18][CH3:19])=[O:17]. Procedure details: 2-Fluoroaniline (10.0 mL, 0.104 mol) was dissolved in ethyl acetate (40 mL) to prepare a solution. Pyridine (10.0 mL, 0.124 mol) was added to the solution, and the mixture was cooled under ice cooling. A solution of methyl chloroformate (8.80 mL, 0.114 mol) in 10 mL of ethyl acetate was added dropwise to the cooled mixture over a period of 30 min. The reaction solution was warmed to room temperature followed by stirring for 3 hr. The disappearance of 2-fluoroaniline from the reaction solution wa... The reactants are ClC1=C2C(=NC=C1)N(C(=C2)C2=CN(C1=CC(=C(C=C21)OC)OC)CCN2CCN(CC2)C)S(=O)(=O)C2=CC=C(C=C2)C (4-chloro-2-{5,6-dimethoxy-1-[2-(4-methylpiperazin-1-yl)ethyl]-1H-indol-3-yl}-1-(toluene-4-sulfonyl)-1H-pyrrolo[2,3-b]pyridine), ClCCl.CO (dichloromethane methanol), [OH-].[K+] (potassium hydroxide). Run in CO (methanol). The product is ClC1=C2C(=NC=C1)NC(=C2)C2=CN(C1=CC(=C(C=C21)OC)OC)CCN2CCN(CC2)C (4-chloro-2-{5,6-dimethoxy-1-[2-(4-methylpiperazin-1-yl)ethyl]-1H-indol-3-yl}-1H-pyrrolo[2,3-b]pyridine). Isolated yield 33.5%. RXN SMILES: [Cl:1][C:2]1[CH:7]=[CH:6][N:5]=[C:4]2[N:8](S(C3C=CC(C)=CC=3)(=O)=O)[C:9]([C:11]3[C:19]4[C:14](=[CH:15][C:16]([O:22][CH3:23])=[C:17]([O:20][CH3:21])[CH:18]=4)[N:13]([CH2:24][CH2:25][N:26]4[CH2:31][CH2:30][N:29]([CH3:32])[CH2:28][CH2:27]4)[CH:12]=3)=[CH:10][C:3]=12.[OH-].[K+].ClCCl.CO>CO>[Cl:1][C:2]1[CH:7]=[CH:6][N:5]=[C:4]2[NH:8][C:9]([C:11]3[C:19]4[C:14](=[CH:15][C:16]([O:22][CH3:23])=[C:17]([O:20][CH3:21])[CH:18]=4)[N:13]([CH2:24][CH2:25][N:26]4[CH2:31][CH2:30][N:29]([CH3:32])[CH2:28][CH2:27]4)[CH:12]=3)=[CH:10][C:3]=12 |f:1.2,3.4|. Reported procedure: But using 0.2 g of 4-chloro-2-{5,6-dimethoxy-1-[2-(4-methylpiperazin-1-yl)ethyl]-1H-indol-3-yl}-1-(toluene-4-sulfonyl)-1H-pyrrolo[2,3-b]pyridine and 0.65 g of potassium hydroxide in 7 ml of methanol. After flash chromatography on a silica column [eluent: dichloromethane/methanol (80/20 by volume)], 0.05 g of 4-chloro-2-{5,6-dimethoxy-1-[2-(4-methylpiperazin-1-yl)ethyl]-1H-indol-3-yl}-1H-pyrrolo[2,3-b]pyridine is thus obtained in the form of a solid, the characteristics of which are as follows: The reactants are IC=1C=CC=2N(C1)C(=C(N2)CO)C ((6-iodo-3-methylimidazo[1,2-a]pyridin-2-yl)methanol), S(=O)(Cl)Cl (thionyl chloride), S(=O)(Cl)Cl (thionyl chloride). Solvent: C(Cl)Cl (DCM), C(Cl)Cl (DCM). Conditions: time 4 hour. Product: ClCC=1N=C2N(C=C(C=C2)I)C1C (2-(Chloromethyl)-6-iodo-3-methylimidazo[1,2-a]pyridine). Reaction SMILES: [I:1][C:2]1[CH:3]=[CH:4][C:5]2[N:6]([C:8]([CH3:13])=[C:9]([CH2:11]O)[N:10]=2)[CH:7]=1.S(Cl)([Cl:16])=O>C(Cl)Cl>[Cl:16][CH2:11][C:9]1[N:10]=[C:5]2[CH:4]=[CH:3][C:2]([I:1])=[CH:7][N:6]2[C:8]=1[CH3:13]. Procedure details: To a stirred solution of (6-iodo-3-methylimidazo[1,2-a]pyridin-2-yl)methanol (200 mg) in DCM (2 ml) was added thionyl chloride (56 μl) at room temperature, and the mixture was stirred for 4 h. Additional thionyl chloride (125 μl) was added to the reaction mixture, and the mixture was stirred for further 3 h. The reaction mixture was diluted with DCM, and washed with saturated NaHCO3 solution. The DCM layer was separated, dried over Na2SO4 and concentrated in vacuo to give the title compound (150... Starting materials: [OH-].[Na+] (sodium hydroxide), BrC1=CC=C(C=C1)C1=CC=C(C=C1)OS(=O)(=O)C1=CC=CC=C1 (4'-bromo-4-benzene-sulphonyloxybiphenyl), C(C)O (ethanol). The solvent is O (water), O1CCOCC1 (dioxan). The product is BrC1=CC=C(C=C1)C1=CC=C(C=C1)O (4'-bromo-4-hydroxybiphenyl). As a reaction SMILES: [OH-].[Na+].[Br:3][C:4]1[CH:9]=[CH:8][C:7]([C:10]2[CH:15]=[CH:14][C:13]([O:16]S(C3C=CC=CC=3)(=O)=O)=[CH:12][CH:11]=2)=[CH:6][CH:5]=1.C(O)C>O.O1CCOCC1>[Br:3][C:4]1[CH:5]=[CH:6][C:7]([C:10]2[CH:15]=[CH:14][C:13]([OH:16])=[CH:12][CH:11]=2)=[CH:8][CH:9]=1 |f:0.1|. Procedure details: One example of a way of carrying out this Step is by a standard method using sodium hydroxide to hydrolyse commercially available 4'-bromo-4-benzene-sulphonyloxybiphenyl in a mixture of water and dioxan as solvent. The colourless crystals obtained by crystallisation of the product from ethanol have a melting point of 166° C. Reactants: OC=1C=C(C(=O)CCC(=O)O)C=CC1[N+](=O)[O-] (3-(3-Hydroxy-4-nitrobenzoyl)propionic acid), ferrous sulphate. Solvent: [OH-].[NH4+] (ammonium hydroxide). Yields the product NC1=C(C=C(C(=O)CCC(=O)O)C=C1)O (3-(4-amino-3-hydroxybenzoyl)propionic acid). Reaction SMILES: [OH:1][C:2]1[CH:3]=[C:4]([CH:12]=[CH:13][C:14]=1[N+:15]([O-])=O)[C:5]([CH2:7][CH2:8][C:9]([OH:11])=[O:10])=[O:6]>[OH-].[NH4+]>[NH2:15][C:14]1[CH:13]=[CH:12][C:4]([C:5]([CH2:7][CH2:8][C:9]([OH:11])=[O:10])=[O:6])=[CH:3][C:2]=1[OH:1] |f:1.2|. Reported procedure: 3-(3-Hydroxy-4-nitrobenzoyl)propionic acid in ammonium hydroxide solution was reduced with ferrous sulphate to give 3-(4-amino-3-hydroxybenzoyl)propionic acid.